Task: describe an organic reaction: reactants, conditions, products, and yield. Dataset: the Open Reaction Database (ORD), a public repository of structured organic reaction records RXN SMILES: [Br:1][c:2]1[cH:3][c:4]([F:11])[c:5]([C:6](=[O:7])[OH:8])[cH:9][cH:10]1.[CH3:12][c:13]1[cH:14][cH:15][c:16]([N:19]2[CH2:20][CH2:21][NH:22][CH2:23][CH2:24]2)[n:17][cH:18]1>>[Br:1][c:2]1[cH:3][c:4]([F:11])[c:5]([C:6](=[O:8])[N:22]2[CH2:21][CH2:20][N:19]([c:16]3[cH:15][cH:14][c:13]([CH3:12])[cH:18][n:17]3)[CH2:24][CH2:23]2)[cH:9][cH:10]1. The product is Cc1ccc(N2CCN(C(=O)c3ccc(Br)cc3F)CC2)nc1. Reactants: O=C(O)c1ccc(Br)cc1F, Cc1ccc(N2CCNCC2)nc1. Reactants: [Al+3], CCn1c2ccccc2c2cccc(C(=O)OC)c21, C1CCOC1, [H-], [H-], [H-], [H-], [Li+]. Yields the product CCn1c2ccccc2c2cccc(CO)c21. Reaction SMILES: [Al+3:21].[CH2:1]([CH3:2])[n:3]1[c:4]2[cH:5][cH:6][cH:7][cH:8][c:9]2[c:10]2[cH:11][cH:12][cH:13][c:14]([C:16](=[O:17])[O:18][CH3:19])[c:15]12.[CH2:26]1[O:27][CH2:28][CH2:29][CH2:30]1.[H-:20].[H-:23].[H-:24].[H-:25].[Li+:22]>>[CH2:1]([CH3:2])[n:3]1[c:4]2[cH:5][cH:6][cH:7][cH:8][c:9]2[c:10]2[cH:11][cH:12][cH:13][c:14]([CH2:16][OH:17])[c:15]12. The reactants are OC(CCCC#N)(C)C1=CC(=CC=C1)C(F)(F)F (5-hydroxy-5-(3-trifluoromethylphenyl)hexanenitrile), Cl[Si](C)(C)C (chlorotrimethylsilane), [I-].[Na+] (sodium iodide), C(C)#N (acetonitrile). The solvent is CCCCCC (hexane), O (water). Product: FC(C=1C=C(C=CC1)C(CCCC#N)C)(F)F (5-(3-trifluoromethylphenyl)hexanenitrile). Isolated yield 46.3%. RXN SMILES: O[C:2]([C:9]1[CH:14]=[CH:13][CH:12]=[C:11]([C:15]([F:18])([F:17])[F:16])[CH:10]=1)([CH3:8])[CH2:3][CH2:4][CH2:5][C:6]#[N:7].Cl[Si](C)(C)C.[I-].[Na+].C(#N)C>CCCCCC.O>[F:16][C:15]([F:17])([F:18])[C:11]1[CH:10]=[C:9]([CH:2]([CH3:8])[CH2:3][CH2:4][CH2:5][C:6]#[N:7])[CH:14]=[CH:13][CH:12]=1 |f:2.3|. Procedure: Under a nitrogen atmosphere, a solution of 4.4 grams (0.017 mole) of 5-hydroxy-5-(3-trifluoromethylphenyl)hexanenitrile, 13 mL (0.102 mole) of chlorotrimethylsilane, 15.4 grams (0.102 mole) of sodium iodide, and 8.0 mL (0.153 mole) of acetonitrile in 30 mL of hexane was stirred for about 30 minutes. After this time, gas chromatographic analysis of the reaction mixture indicated that the reaction was complete. The reaction mixture was then stirred with 100 mL of water, and then it was extracted w... Starting materials: C1CNCCN1, O=C(O)c1cn(C2CC2)c2c(F)c(F)c(F)cc2c1=O, Cl, O, c1ccncc1. Product: O=C(O)c1cn(C2CC2)c2c(F)c(N3CCNCC3)c(F)cc2c1=O, Cl. RXN SMILES: [CH2:21]1[CH2:22][NH:23][CH2:24][CH2:25][NH:26]1.[CH:1]1([n:4]2[cH:5][c:6]([C:18](=[O:19])[OH:20])[c:7](=[O:17])[c:8]3[cH:9][c:10]([F:16])[c:11]([F:15])[c:12]([F:14])[c:13]23)[CH2:2][CH2:3]1.[ClH:33].[OH2:34].[cH:27]1[cH:28][cH:29][n:30][cH:31][cH:32]1>>[CH:1]1([n:4]2[cH:5][c:6]([C:18](=[O:19])[OH:20])[c:7](=[O:17])[c:8]3[cH:9][c:10]([F:16])[c:11]([N:23]4[CH2:22][CH2:21][NH:26][CH2:25][CH2:24]4)[c:12]([F:14])[c:13]23)[CH2:2][CH2:3]1.[ClH:33]. The reactants are NC1=NC(=NN1)NC1=CC(=C(C#N)C(=C1)Cl)Cl (4-(5-Amino-1H-[1,2,4]triazol-3-ylamino)-2,6-dichloro-benzonitrile), C(=O)C1=CC=C(C(=O)OC(C)(C)C)C=C1 (tert-butyl 4-formylbenzoate), Cl (HCl), C(C)(=O)O (acetic acid). The solvent is CO (MeOH). Reaction conditions: time 15 minute. The product is ClC=1C=C(C=C(C1C#N)Cl)NC1=NNC(=N1)NCC1=CC=C(C(=O)OC(C)(C)C)C=C1 (tert-butyl 4-((3-(3,5-dichloro-4-cyanophenylamino)-1H-1,2,4-triazol-5-ylamino)methyl)benzoate). The yield is 53.2%. As a reaction SMILES: [NH2:1][C:2]1[NH:6][N:5]=[C:4]([NH:7][C:8]2[CH:15]=[C:14]([Cl:16])[C:11]([C:12]#[N:13])=[C:10]([Cl:17])[CH:9]=2)[N:3]=1.[CH:18]([C:20]1[CH:32]=[CH:31][C:23]([C:24]([O:26][C:27]([CH3:30])([CH3:29])[CH3:28])=[O:25])=[CH:22][CH:21]=1)=O.C(O)(=O)C.Cl>CO>[Cl:16][C:14]1[CH:15]=[C:8]([NH:7][C:4]2[N:3]=[C:2]([NH:1][CH2:18][C:20]3[CH:32]=[CH:31][C:23]([C:24]([O:26][C:27]([CH3:28])([CH3:30])[CH3:29])=[O:25])=[CH:22][CH:21]=3)[NH:6][N:5]=2)[CH:9]=[C:10]([Cl:17])[C:11]=1[C:12]#[N:13]. Procedure: To a solution of 4-(5-Amino-1H-[1,2,4]triazol-3-ylamino)-2,6-dichloro-benzonitrile (60 mg, 223 μmol) in MeOH (3.5 ml) was added tert-butyl 4-formylbenzoate (55.2 mg, 268 μmol) followed by acetic acid (21.0 mg, 20 μl, 349 μmol). The reaction was stirred at room temperature for 15 minutes, 2-picoline borane complex (32.2 mg, 349 μmol) was added and the stirring was continued for 4 days. The reaction mixture was poured into 0.1N HCl solution (20 ml) and let stand. The resulting suspension was filte... Reactants: CC1N=C(c2ccccc2)c2cc(Cl)ccc2NC1=O, S=P12SP3(=S)SP(=S)(S1)SP(=S)(S2)S3, c1ccncc1. The product is CC1N=C(c2ccccc2)c2cc(Cl)ccc2NC1=S. As a reaction SMILES: [Cl:1][c:2]1[cH:3][cH:4][c:5]2[c:6]([cH:20]1)[C:7]([c:14]1[cH:15][cH:16][cH:17][cH:18][cH:19]1)=[N:8][CH:9]([CH3:13])[C:10](=[O:12])[NH:11]2.[P:21]12(=[S:22])[S:23][P:24]3(=[S:34])[S:25][P:26](=[S:32])([S:27][P:28](=[S:31])([S:29]3)[S:30]1)[S:33]2.[cH:35]1[cH:36][cH:37][n:38][cH:39][cH:40]1>>[Cl:1][c:2]1[cH:3][cH:4][c:5]2[c:6]([cH:20]1)[C:7]([c:14]1[cH:15][cH:16][cH:17][cH:18][cH:19]1)=[N:8][CH:9]([CH3:13])[C:10](=[S:22])[NH:11]2.